This data is from the Open Reaction Database (ORD), a public repository of structured organic reaction records. The task is: describe an organic reaction: reactants, conditions, products, and yield Reported procedure: 3-Bromo-2-methylbenzonitrile (810 mg, 4.13 mmol) was stirred in THF (5 mL) at 0° C. under argon, and methylmagnesium bromide (1.6 mL, 4.8 mmol) (3.0 M solution in Et2O). The reaction was stirred at 45-50° C. for 2 h. The reaction was cooled to 0° C. and 6 N HCl (5 mL) was added carefully. The reaction mixture was stirred at 40-50° C. for 2 h. After cooling, the mixture was extracted with Et2O (2×). The organic layers were washed with H2O, brine, dried over MgSO4, filtered and concentrated to giv... The reactants are C[Mg]Br (methylmagnesium bromide), BrC=1C(=C(C#N)C=CC1)C (3-Bromo-2-methylbenzonitrile), C1CCOC1 (THF), Cl (HCl). Run at temperature 47.5 celsius, time 2 hour. As a reaction SMILES: [Br:1][C:2]1[C:3](C)=C(C=[CH:8][CH:9]=1)C#N.[CH3:11][Mg]Br.Cl.[CH2:15]1[CH2:19][O:18][CH2:17][CH2:16]1>>[Br:1][C:2]1[C:9]([CH3:8])=[C:16]([C:17](=[O:18])[CH3:11])[CH:15]=[CH:19][CH:3]=1. Yield: 68.2%. The product is BrC=1C(=C(C=CC1)C(C)=O)C (1-(3-Bromo-2-methylphenyl)ethanone). Reactants: O=Cc1ccc([N+](=O)[O-])s1, N#CCS(=O)(=O)c1ccsc1. Product: N#CC(=Cc1ccc([N+](=O)[O-])s1)S(=O)(=O)c1ccsc1. As a reaction SMILES: [N+:1](=[O:2])([O-:3])[c:4]1[s:5][c:6]([CH:9]=[O:10])[cH:7][cH:8]1.[s:11]1[cH:12][c:13]([S:16](=[O:17])(=[O:18])[CH2:19][C:20]#[N:21])[cH:14][cH:15]1>>[N+:1](=[O:2])([O-:3])[c:4]1[s:5][c:6]([CH:9]=[C:19]([S:16]([c:13]2[cH:12][s:11][cH:15][cH:14]2)(=[O:17])=[O:18])[C:20]#[N:21])[cH:7][cH:8]1. Reactants: CC=1C=CC(=NC1)C1=CC(NC=C1)=O (4-(5-methylpyridin-2-yl)pyridin-2(1H)-one), BrC1=CC=C2C3=C(N(C2=C1)C)CN(CC3)C(=O)OC(C)(C)C (tert-butyl 7-bromo-9-methyl-3,4-dihydro-1H-pyrido[3,4-b]indole-2(9H)-carboxylate). The product is CN1C2=C(C3=CC=C(C=C13)N1C(C=C(C=C1)C1=NC=C(C=C1)C)=O)CCN(C2)C(=O)OC(C)(C)C (tert-Butyl 9-methyl-7-(4-(5-methylpyridin-2-yl)-2-oxopyridin-1(2H)-yl)-3,4-dihydro-1H-pyrido[3,4-b]indole-2(9H)-carboxylate). Yield: 36.4%. RXN SMILES: [CH3:1][C:2]1[CH:3]=[CH:4][C:5]([C:8]2[CH:13]=[CH:12][NH:11][C:10](=[O:14])[CH:9]=2)=[N:6][CH:7]=1.Br[C:16]1[CH:24]=[C:23]2[C:19]([C:20]3[CH2:29][CH2:28][N:27]([C:30]([O:32][C:33]([CH3:36])([CH3:35])[CH3:34])=[O:31])[CH2:26][C:21]=3[N:22]2[CH3:25])=[CH:18][CH:17]=1>>[CH3:25][N:22]1[C:23]2[C:19](=[CH:18][CH:17]=[C:16]([N:11]3[CH:12]=[CH:13][C:8]([C:5]4[CH:4]=[CH:3][C:2]([CH3:1])=[CH:7][N:6]=4)=[CH:9][C:10]3=[O:14])[CH:24]=2)[C:20]2[CH2:29][CH2:28][N:27]([C:30]([O:32][C:33]([CH3:36])([CH3:35])[CH3:34])=[O:31])[CH2:26][C:21]1=2. Procedure: 4-(5-methylpyridin-2-yl)pyridin-2(1H)-one (150 mg, 0.81 mmol) and tert-butyl 7-bromo-9-methyl-3,4-dihydro-1H-pyrido[3,4-b]indole-2(9H)-carboxylate (294 mg, 0.805 mmol) were reacted following the procedure of Example 30 (step g) to provide the title compound (138 mg, 36%) as a yellow/green solid: 1H NMR (500 MHz, CDCl3) δ 8.56 (s, 1H), 7.71 (d, J=8.2 Hz, 1H), 7.63-7.61 (m, 1H), 7.56 (d, J=8.3 Hz, 1H), 7.52 (d, J=7.2 Hz, 1H), 7.37 (s, 1H), 7.17 (d, J=1.6 Hz, 1H), 7.09 (dd, J=8.3, 1.7 Hz, 1H), 7.04... The reactants are [Li]CCCC, C1CCOC1, CC(C)=O, Clc1nc(N2CCOCC2)c2occc2n1. Yields the product CC(C)(O)c1cc2nc(Cl)nc(N3CCOCC3)c2o1. As a reaction SMILES: [CH2:17]([Li:18])[CH2:19][CH2:20][CH3:21].[CH2:26]1[O:27][CH2:28][CH2:29][CH2:30]1.[CH3:22][C:23]([CH3:24])=[O:25].[Cl:1][c:2]1[n:3][c:4]([N:11]2[CH2:12][CH2:13][O:14][CH2:15][CH2:16]2)[c:5]2[c:6]([n:7]1)[cH:8][cH:9][o:10]2>>[Cl:1][c:2]1[n:3][c:4]([N:11]2[CH2:12][CH2:13][O:14][CH2:15][CH2:16]2)[c:5]2[c:6]([n:7]1)[cH:8][c:9]([C:23]([CH3:22])([CH3:24])[OH:25])[o:10]2. Reactants: Cl (hydrochloric acid), BrC=1OC2=C(C(C1NC=O)=O)C=C(C(=C2)NS(=O)(=O)C)OC2=CC=CC=C2 (2-bromo-3-formylamino-7-methylsulfonylamino-6-phenoxy-4H-1-benzopyran-4-one), CN(C=O)C (N,N-dimethylformamide), O (water), cuprous cyanide. Reaction conditions: time 2 hour. Yields the product C(#N)C=1OC2=C(C(C1NC=O)=O)C=C(C(=C2)NS(=O)(=O)C)OC2=CC=CC=C2 (2-cyano-3-formylamino-7-methylsulfonylamino-6-phenoxy-4H-1-benzopyran-4-one). The yield is 55.3%. RXN SMILES: Br[C:2]1[O:3][C:4]2[CH:15]=[C:14]([NH:16][S:17]([CH3:20])(=[O:19])=[O:18])[C:13]([O:21][C:22]3[CH:27]=[CH:26][CH:25]=[CH:24][CH:23]=3)=[CH:12][C:5]=2[C:6](=[O:11])[C:7]=1[NH:8][CH:9]=[O:10].O.Cl.[CH3:30][N:31](C)C=O>>[C:30]([C:2]1[O:3][C:4]2[CH:15]=[C:14]([NH:16][S:17]([CH3:20])(=[O:19])=[O:18])[C:13]([O:21][C:22]3[CH:27]=[CH:26][CH:25]=[CH:24][CH:23]=3)=[CH:12][C:5]=2[C:6](=[O:11])[C:7]=1[NH:8][CH:9]=[O:10])#[N:31]. Procedure: 4.25 g of 2-bromo-3-formylamino-7-methylsulfonylamino-6-phenoxy-4H-1-benzopyran-4-one was dissolved in 50 ml of N,N-dimethylformamide. 1.97 g of cuprous cyanide was added thereto, and the resulting mixture was stirred for 2 hours at 85°-90° C. The reaction mixture was introduced into 300 ml of water, adjusted to pH 4 with 4N hydrochloric acid, and extracted with two 200-ml portions of ethyl acetate. The extracts (the organic layers) were combined, washed with water and a saturated aqueous sodium...